From a dataset of the Open Reaction Database (ORD), a public repository of structured organic reaction records. describe an organic reaction: reactants, conditions, products, and yield Starting materials: C(=O)(O)[O-].[Na+] (NaHCO3), C(=O)(Cl)Cl (Phosgene), COC=1C=C(C=C(N)C1)C(F)(F)F (5-methoxy-3-trifluoromethylaniline), COC=1C=C(C=C(C1)N=C=O)C(F)(F)F (5-methoxy-3-trifluoromethyl-phenylisocyanate), C(C)N1CCN(CC1)C1=CC=C(C=C1)NC1=NC=NC(=C1)NC (N-[4-(4-ethyl-piperazin-1-yl)-phenyl]-N′-methyl-pyrimidine-4,6-diamine). Run in C(Cl)Cl (DCM), O1CCOCC1 (dioxane), C1(=CC=CC=C1)C (toluene), C1(=CC=CC=C1)C (toluene). Conditions: time 80 minute. Yields the product COC=1C=C(C=C(C1)NC(N(C)C1=NC=NC(=C1)NC1=CC=C(C=C1)N1CCN(CC1)CC)=O)C(F)(F)F (3-(5-Methoxy-3-trifluoromethyl-phenyl)-1-{6-[4-(4-ethyl-piperazin-1-yl)phenylamino]-pyrimidin-4-yl}-1-methyl-urea). Reaction SMILES: C(Cl)(Cl)=O.COC1C=C(C(F)(F)F)C=C(C=1)N.[CH3:18][O:19][C:20]1[CH:21]=[C:22]([C:29]([F:32])([F:31])[F:30])[CH:23]=[C:24]([N:26]=[C:27]=[O:28])[CH:25]=1.[CH2:33]([N:35]1[CH2:40][CH2:39][N:38]([C:41]2[CH:46]=[CH:45][C:44]([NH:47][C:48]3[CH:53]=[C:52]([NH:54][CH3:55])[N:51]=[CH:50][N:49]=3)=[CH:43][CH:42]=2)[CH2:37][CH2:36]1)[CH3:34].C([O-])(O)=O.[Na+]>O1CCOCC1.C1(C)C=CC=CC=1.C(Cl)Cl>[CH3:18][O:19][C:20]1[CH:21]=[C:22]([C:29]([F:30])([F:31])[F:32])[CH:23]=[C:24]([NH:26][C:27](=[O:28])[N:54]([C:52]2[CH:53]=[C:48]([NH:47][C:44]3[CH:43]=[CH:42][C:41]([N:38]4[CH2:37][CH2:36][N:35]([CH2:33][CH3:34])[CH2:40][CH2:39]4)=[CH:46][CH:45]=3)[N:49]=[CH:50][N:51]=2)[CH3:55])[CH:25]=1 |f:4.5|. Procedure: Phosgene (20% in toluene, 1.62 mL, 3.0 mmol, 2.0 equiv) is added to a solution of 5-methoxy-3-trifluoromethylaniline (344 mg, 1.8 mmol, 1.2 equiv) in dioxane (6 mL) under a nitrogen atmosphere. The mixture is heated to reflux, stirred for 80 min, allowed to cool to RT, and concentrated in vacuo. During 45 min, a concentrated solution of the resulting oily 5-methoxy-3-trifluoromethyl-phenylisocyanate in toluene is added portion-wise to a boiling solution of N-[4-(4-ethyl-piperazin-1-yl)-phenyl]-N... The reactants are CC(C)(C)OC(=O)N1CC(O[Si](C)(C)C(C)(C)C)CC1CO, N#N, O, O=C1c2ccccc2C(=O)N1O, c1ccc(P(c2ccccc2)c2ccccc2)cc1. The product is CC(C)(C)OC(=O)N1CC(O[Si](C)(C)C(C)(C)C)CC1CON1C(=O)c2ccccc2C1=O. Reaction SMILES: [C:1]([CH3:2])([CH3:3])([CH3:4])[Si:5]([O:6][CH:7]1[CH2:8][CH:9]([CH2:19][OH:20])[N:10]([C:12](=[O:13])[O:14][C:15]([CH3:16])([CH3:17])[CH3:18])[CH2:11]1)([CH3:21])[CH3:22].[N:54]#[N:55].[OH2:56].[OH:23][N:24]1[C:25](=[O:34])[c:26]2[cH:27][cH:28][cH:29][cH:30][c:31]2[C:32]1=[O:33].[c:35]1([P:36]([c:37]2[cH:38][cH:39][cH:40][cH:41][cH:42]2)[c:43]2[cH:44][cH:45][cH:46][cH:47][cH:48]2)[cH:49][cH:50][cH:51][cH:52][cH:53]1>>[C:1]([CH3:2])([CH3:3])([CH3:4])[Si:5]([O:6][CH:7]1[CH2:8][CH:9]([CH2:19][O:20][N:24]2[C:25](=[O:34])[c:26]3[cH:27][cH:28][cH:29][cH:30][c:31]3[C:32]2=[O:33])[N:10]([C:12](=[O:13])[O:14][C:15]([CH3:16])([CH3:17])[CH3:18])[CH2:11]1)([CH3:21])[CH3:22].